From a dataset of the Open Reaction Database (ORD), a public repository of structured organic reaction records. describe an organic reaction: reactants, conditions, products, and yield Starting materials: O=C([O-])[O-], FC(F)(F)Cc1nc2cc(Cl)c(Cl)cc2[nH]1, FC(F)(F)Sc1ccc(CBr)cc1, [K+], [K+], CN(C)C=O. The product is FC(F)(F)Cc1nc2cc(Cl)c(Cl)cc2n1Cc1ccc(SC(F)(F)F)cc1. Reaction SMILES: [C:17](=[O:18])([O-:19])[O-:20].[Cl:1][c:2]1[cH:3][c:4]2[c:5]([nH:6][c:7]([CH2:9][C:10]([F:11])([F:12])[F:13])[n:8]2)[cH:14][c:15]1[Cl:16].[F:23][C:24]([S:25][c:26]1[cH:27][cH:28][c:29]([CH2:30][Br:31])[cH:32][cH:33]1)([F:34])[F:35].[K+:21].[K+:22].[O:36]=[CH:37][N:38]([CH3:39])[CH3:40]>>[Cl:1][c:2]1[cH:3][c:4]2[c:5]([n:6][c:7]([CH2:9][C:10]([F:11])([F:12])[F:13])[n:8]2[CH2:30][c:29]2[cH:28][cH:27][c:26]([S:25][C:24]([F:23])([F:34])[F:35])[cH:33][cH:32]2)[cH:14][c:15]1[Cl:16]. Starting materials: COc1ccc(N)cc1OC, Cl, O=S(=O)(Cl)c1cccc2cnccc12, c1ccncc1. Yields the product COc1ccc(NS(=O)(=O)c2cccc3cnccc23)cc1OC. RXN SMILES: [CH3:1][O:2][c:3]1[cH:4][c:5]([NH2:6])[cH:7][cH:8][c:9]1[O:10][CH3:11].[ClH:26].[cH:12]1[n:13][cH:14][cH:15][c:16]2[c:17]([S:22](=[O:23])(=[O:24])[Cl:25])[cH:18][cH:19][cH:20][c:21]12.[cH:27]1[cH:28][cH:29][n:30][cH:31][cH:32]1>>[CH3:1][O:2][c:3]1[cH:4][c:5]([NH:6][S:22]([c:17]2[c:16]3[cH:15][cH:14][n:13][cH:12][c:21]3[cH:20][cH:19][cH:18]2)(=[O:23])=[O:24])[cH:7][cH:8][c:9]1[O:10][CH3:11].